From a dataset of the Open Reaction Database (ORD), a public repository of structured organic reaction records. describe an organic reaction: reactants, conditions, products, and yield Solvent: O (water), C(Cl)(Cl)Cl (chloroform). Procedure details: Using procedures similar to those employed in Step A of Example 8, the reaction of 1.9 g (0.011 mole) of 5-amino-2-ethyl-2-methyl-1,3-benzodioxole with 2.4 g (0.021 mole) of thiophosgene and 6.2 g (0.045 mole) of potassium carbonate in 10 ml of water and 70 ml of chloroform yielded 2.3 g of (2-ethyl-2-methyl-1,3-benzodioxol-5-yl) isothiocyanate as an oil. The nmr spectrum was consistent with the proposed structure. The yield is 94.5%. Product: C(C)C1(OC2=C(O1)C=CC(=C2)N=C=S)C ((2-ethyl-2-methyl-1,3-benzodioxol-5-yl) isothiocyanate). The reactants are NC1=CC2=C(OC(O2)(C)CC)C=C1 (5-amino-2-ethyl-2-methyl-1,3-benzodioxole), C(=S)(Cl)Cl (thiophosgene), C([O-])([O-])=O.[K+].[K+] (potassium carbonate). RXN SMILES: [NH2:1][C:2]1[CH:13]=[CH:12][C:5]2[O:6][C:7]([CH2:10][CH3:11])([CH3:9])[O:8][C:4]=2[CH:3]=1.[C:14](Cl)(Cl)=[S:15].C(=O)([O-])[O-].[K+].[K+]>O.C(Cl)(Cl)Cl>[CH2:10]([C:7]1([CH3:9])[O:6][C:5]2[CH:12]=[CH:13][C:2]([N:1]=[C:14]=[S:15])=[CH:3][C:4]=2[O:8]1)[CH3:11] |f:2.3.4|. Reactants: [Ag+], CCc1cc(C#N)c(C=O)[nH]1, O=[N+]([O-])[O-], [Na+], [OH-], O, O=[N+]([O-])O. The product is CCc1cc(C#N)c(C(=O)O)[nH]1. As a reaction SMILES: [Ag+:23].[CH2:1]([CH3:2])[c:3]1[cH:4][c:5]([C:10]#[N:11])[c:6]([CH:8]=[O:9])[nH:7]1.[N+:19]([O-:20])([O-:21])=[O:22].[Na+:18].[OH-:17].[OH2:16].[OH:12][N+:13](=[O:14])[O-:15]>>[CH2:1]([CH3:2])[c:3]1[cH:4][c:5]([C:10]#[N:11])[c:6]([C:8](=[O:9])[OH:12])[nH:7]1. Starting materials: COC[C@@H](CC)NC(=O)C1=CN(C2=NC=C(N=C21)C2=NN(C1=CC(=CC=C21)Cl)C)COCC[Si](C)(C)C (2-(6-chloro-1-methyl-1H-indazol-3-yl)-5-(2-trimethylsilanyl-ethoxymethyl)-5H-pyrrolo[2,3-b]pyrazine-7-carboxylic acid ((R)-1-methoxymethyl-propyl)-amide), C(=O)(C(F)(F)F)O (TFA), C(CN)N (ethylenediamine). The solvent is ClCCl (dichloromethane). Reaction conditions: time 2.5 hour. The product is COC[C@@H](CC)NC(=O)C1=CNC2=NC=C(N=C21)C2=NN(C1=CC(=CC=C21)Cl)C (2-(6-chloro-1-methyl-1H-indazol-3-yl)-5H-pyrrolo[2,3-b]pyrazine-7-carboxylic acid ((R)-1-methoxymethyl-propyl)-amide). The yield is 68.7%. RXN SMILES: [CH3:1][O:2][CH2:3][C@H:4]([NH:7][C:8]([C:10]1[C:18]2[C:13](=[N:14][CH:15]=[C:16]([C:19]3[C:27]4[C:22](=[CH:23][C:24]([Cl:28])=[CH:25][CH:26]=4)[N:21]([CH3:29])[N:20]=3)[N:17]=2)[N:12](COCC[Si](C)(C)C)[CH:11]=1)=[O:9])[CH2:5][CH3:6].C(O)(C(F)(F)F)=O.C(N)CN>ClCCl>[CH3:1][O:2][CH2:3][C@H:4]([NH:7][C:8]([C:10]1[C:18]2[C:13](=[N:14][CH:15]=[C:16]([C:19]3[C:27]4[C:22](=[CH:23][C:24]([Cl:28])=[CH:25][CH:26]=4)[N:21]([CH3:29])[N:20]=3)[N:17]=2)[NH:12][CH:11]=1)=[O:9])[CH2:5][CH3:6]. Reported procedure: In a sealed 25 mL round-bottom flask, 2-(6-chloro-1-methyl-1H-indazol-3-yl)-5-(2-trimethylsilanyl-ethoxymethyl)-5H-pyrrolo[2,3-b]pyrazine-7-carboxylic acid ((R)-1-methoxymethyl-propyl)-amide (40 mg, 0.074 mmol) and TFA (0.9 ml, 11.7 mmol) were combined with dichloromethane (3 ml) to give an orange solution. The reaction mixture was stirred at room temperature for 2.5 h. The reaction mixture was then concentrated under reduced pressure. The resultant crude solid was dissolved in dichloromethane (...